From a dataset of the Open Reaction Database (ORD), a public repository of structured organic reaction records. describe an organic reaction: reactants, conditions, products, and yield Yields the product ClC1=C(C=C(C=C1)N1C=NC(=C1)CO)C(F)(F)F ([1-(4-Chloro-3-trifluoromethyl-phenyl)-1H-imidazol-4-yl]-methanol), CCOC(=O)C.O(C(C)C)C(C)C (AcOEt iPr2O). As a reaction SMILES: [F:1][C:2]([F:12])([F:11])[C:3]1[CH:4]=[C:5]([CH:7]=[CH:8][C:9]=1[Cl:10])[NH2:6].[CH:13]([O:20][CH2:21][CH3:22])(OCC)OCC.[N+:23]([CH2:26][C:27]([O:29][CH2:30][CH3:31])=[O:28])([O-])=O.[C:32]([OH:35])(=O)[CH3:33]>[Fe]>[Cl:10][C:9]1[CH:8]=[CH:7][C:5]([N:6]2[CH:32]=[C:22]([CH2:21][OH:20])[N:23]=[CH:26]2)=[CH:4][C:3]=1[C:2]([F:1])([F:11])[F:12].[CH3:31][CH2:30][O:29][C:27]([CH3:26])=[O:28].[O:35]([CH:8]([CH3:7])[CH3:9])[CH:32]([CH3:33])[CH3:13] |f:6.7|. Reported procedure: 3-Trifluoromethyl-4-chloroaniline was reacted with triethyl orthoformate, ethyl nitroacetate and acetic acid followed by treatment with triethyl orthoformate, iron and acetic acid and subsequent alkaline hydrolysis. The isolated acid was directly reduced with BH3 THF complex followed by hydrolytic workup and the title compound, Mp. 148-153° C. (AcOEt/iPr2O), MS: m/e=276 (M+), was obtained as a white crystalline solid. Starting materials: C(OCC)(OCC)OCC (triethyl orthoformate), C(C)(=O)O (acetic acid), FC(C=1C=C(N)C=CC1Cl)(F)F (3-Trifluoromethyl-4-chloroaniline), C(OCC)(OCC)OCC (triethyl orthoformate), [N+](=O)([O-])CC(=O)OCC (ethyl nitroacetate), C(C)(=O)O (acetic acid). Reagents/catalysts: [Fe] (iron). The reactants are CC1=CSC=2N=CN=C(C21)OCC2=CC(=NO2)C2=CC=CC=C2 (5-methyl-4-((3-phenyl-isoxazol-5-yl)-methoxy-)-thieno[2,3-d]pyrimidine), ClCCl (dichloromethane), C(C)(=O)O (acetic acid). Product: C(C)(=O)O.CC1=CSC=2N=CN=C(C21)OCC2=CC(=NO2)C2=CC=CC=C2 (5-methyl-4-((3-phenyl-isoxazol-5-yl)-methoxy-)-thieno[2,3-d]pyrimidine acetate). Yield: 58.0%. RXN SMILES: [CH3:1][C:2]1[C:10]2[C:9]([O:11][CH2:12][C:13]3[O:17][N:16]=[C:15]([C:18]4[CH:23]=[CH:22][CH:21]=[CH:20][CH:19]=4)[CH:14]=3)=[N:8][CH:7]=[N:6][C:5]=2[S:4][CH:3]=1.ClCCl.[C:27]([OH:30])(=[O:29])[CH3:28]>>[C:27]([OH:30])(=[O:29])[CH3:28].[CH3:1][C:2]1[C:10]2[C:9]([O:11][CH2:12][C:13]3[O:17][N:16]=[C:15]([C:18]4[CH:23]=[CH:22][CH:21]=[CH:20][CH:19]=4)[CH:14]=3)=[N:8][CH:7]=[N:6][C:5]=2[S:4][CH:3]=1 |f:3.4|. Reported procedure: 0.5 mmol of 5-methyl-4-((3-phenyl-isoxazol-5-yl)-methoxy-)-thieno[2,3-d]pyrimidine was added into a 50 ml single-necked round-bottom flask containing 10 ml of dry dichloromethane. 2 ml of acetic acid was added under stirring, and the mixture was stirred for 1-2 hours at 30-40. The mixture was cooled down, crystallized, filtered and dried under vacuum to afford 5-methyl-4-((3-phenyl-isoxazol-5-yl)-methoxy-)-thieno[2,3-d]pyrimidine acetate as a colorless solid in 58% yield.